From a dataset of the Open Reaction Database (ORD), a public repository of structured organic reaction records. describe an organic reaction: reactants, conditions, products, and yield Reactants: CC(C)=O, COc1ccc(C(C#N)(CCCCCCl)Sc2ccc(C)cc2)cc1OC, [I-], [Na+]. Product: COc1ccc(C(C#N)(CCCCCI)Sc2ccc(C)cc2)cc1OC. Reaction SMILES: [CH3:30][C:31](=[O:32])[CH3:33].[Cl:1][CH2:2][CH2:3][CH2:4][CH2:5][CH2:6][C:7]([C:8]#[N:9])([c:10]1[cH:11][c:12]([O:18][CH3:19])[c:13]([O:16][CH3:17])[cH:14][cH:15]1)[S:20][c:21]1[cH:22][cH:23][c:24]([CH3:27])[cH:25][cH:26]1.[I-:29].[Na+:28]>>[CH2:2]([CH2:3][CH2:4][CH2:5][CH2:6][C:7]([C:8]#[N:9])([c:10]1[cH:11][c:12]([O:18][CH3:19])[c:13]([O:16][CH3:17])[cH:14][cH:15]1)[S:20][c:21]1[cH:22][cH:23][c:24]([CH3:27])[cH:25][cH:26]1)[I:29]. The reactants are CC(C#N)O (acetaldehyde cyanohydrin), NC(C)C(C)N (2,3-diaminobutane), O (water), N (ammonia). Run at temperature 25 celsius. The product is CC1NC(C(NC1=O)C)C (2,5,6-trimethyl-3-oxo-piperazine). Yield: 72.0%. Reaction SMILES: [CH3:1][CH:2](O)[C:3]#[N:4].N[CH:7]([CH:9](N)[CH3:10])[CH3:8].[NH3:12].[OH2:13]>>[CH3:1][CH:2]1[C:3](=[O:13])[NH:4][CH:9]([CH3:10])[CH:7]([CH3:8])[NH:12]1. Reported procedure: 138.5 g (1.95 moles) of acetaldehyde cyanohydrin were added dropwise to a solution of 176 g (2 moles) of 2,3-diaminobutane in 250 ml of water, with cooling at 25° C. The mixture was then heated at the boil for 8 hours, until no more ammonia was split off. The reaction mixture was then distilled under reduced pressure to give 200 g (72% of theory) of 2,5,6-trimethyl-3-oxo-piperazine of boiling point 123° C./0.5 mbar. The product is ClC1=C(C=C(S1)[C@@H]1O[C@@H]([C@H]([C@@H]([C@H]1O)O)O)CO)CC1=CC=C(C=C1)C ((2R,3R,4S,5S,6R)-2-(5-chloro-4-(4-methylbenzyl)thiophen-2-yl)-6-(hydroxymethyl)-tetrahydro-2H-pyran-3,4,5-triol). The reactants are C[O-].[Na+] (NaOMe), C(C)(=O)O[C@@H]1[C@H](O[C@H]([C@@H]([C@H]1OC(C)=O)OC(C)=O)C=1SC(=C(C1)CC1=CC=C(C=C1)C)Cl)COC(C)=O ((2R,3R,4S,5R,6R)-2-(acetoxymethyl)-6-(5-chloro-4-(4-methylbenzyl)thiophen-2-yl)-tetrahydro-2H-pyran-3,4,5-triyl triacetate), CC(=O)O (AcOH). Conditions: time 1 hour. Run in CO (MeOH). The yield is 23.4%. Reported procedure: To a suspension of acetate 40 (339 mg, 0.612 mmol) in MeOH (15 mL) was added NaOMe (25 wt % in MeOH, 0.2 mL) at room temperature. The mixture was stirred at room temperature for 1 hour. Glacial AcOH was added to the mixture to acidify the mixture. The mixture was concentrated under reduced pressure. The residue was purified by prep HPLC (C18) to provide the title compound 41 (55 mg, 23%). Reaction SMILES: C([O:4][C@H:5]1[C@H:10]([O:11]C(=O)C)[C@@H:9]([O:15]C(=O)C)[C@H:8]([C:19]2[S:20][C:21]([Cl:32])=[C:22]([CH2:24][C:25]3[CH:30]=[CH:29][C:28]([CH3:31])=[CH:27][CH:26]=3)[CH:23]=2)[O:7][C@@H:6]1[CH2:33][O:34]C(=O)C)(=O)C.C[O-].[Na+].CC(O)=O>CO>[Cl:32][C:21]1[S:20][C:19]([C@H:8]2[C@H:9]([OH:15])[C@@H:10]([OH:11])[C@H:5]([OH:4])[C@@H:6]([CH2:33][OH:34])[O:7]2)=[CH:23][C:22]=1[CH2:24][C:25]1[CH:30]=[CH:29][C:28]([CH3:31])=[CH:27][CH:26]=1 |f:1.2|. Starting materials: C(C)OC(C(CC1=CC=C(C=C1)O)(OC1=CC=C(C=C1)C(F)(F)F)C)=O (3-(4-hydroxyphenyl)-2-methyl-2-(4-trifluoromethyl-phenoxy)propionic acid ethyl ester), C1(CCCCC1)C=1OC(=C(N1)CCOS(=O)(=O)C1=CC=C(C=C1)C)C (toluene-4-sulfonic acid 2-(2-cyclohexyl-5-methyl-oxazol-4-yl)-ethyl ester), [K+].[Br-] (KBr). The product is C1(CCCCC1)C=1OC(=C(N1)CCOC1=CC=C(C=C1)CC(C(=O)O)(OC1=CC=C(C=C1)C(F)(F)F)C)C (3-{4-[2-(2-Cyclohexyl-5-methyl-oxazol-4-yl)-ethoxy]-phenyl}-2-methyl-2-(4-trifluoromethyl-phenoxy)-propionic acid). Reaction SMILES: C([O:3][C:4](=[O:26])[C:5]([CH3:25])([O:14][C:15]1[CH:20]=[CH:19][C:18]([C:21]([F:24])([F:23])[F:22])=[CH:17][CH:16]=1)[CH2:6][C:7]1[CH:12]=[CH:11][C:10]([OH:13])=[CH:9][CH:8]=1)C.[CH:27]1([C:33]2[O:34][C:35]([CH3:51])=[C:36]([CH2:38][CH2:39]OS(C3C=CC(C)=CC=3)(=O)=O)[N:37]=2)[CH2:32][CH2:31][CH2:30][CH2:29][CH2:28]1.[K+].[Br-]>>[CH:27]1([C:33]2[O:34][C:35]([CH3:51])=[C:36]([CH2:38][CH2:39][O:13][C:10]3[CH:11]=[CH:12][C:7]([CH2:6][C:5]([CH3:25])([O:14][C:15]4[CH:20]=[CH:19][C:18]([C:21]([F:22])([F:23])[F:24])=[CH:17][CH:16]=4)[C:4]([OH:3])=[O:26])=[CH:8][CH:9]=3)[N:37]=2)[CH2:28][CH2:29][CH2:30][CH2:31][CH2:32]1 |f:2.3|. Procedure: The title compound was prepared from 3-(4-hydroxyphenyl)-2-methyl-2-(4-trifluoromethyl-phenoxy)propionic acid ethyl ester and toluene-4-sulfonic acid 2-(2-cyclohexyl-5-methyl-oxazol-4-yl)-ethyl ester using the procedure of Example 50. 1H NMR (400 MHz, CDCl3) δ 7.48 (d, 2H, J=8.8 Hz), 7.16 (d, 2H, J=8.8 Hz), 6.95 (d, 2H, J=8.4 Hz), 6.78 (d, 2H, J=8.4 Hz), 4.11 (t, 2H, J=6.2 Hz), 3.24 and 3.15 (d of ABq, 2H, J=13.8 Hz), 2.95 (t, 2H, J=6.2 Hz), 2.85 (tt, 1H, J=11.6, 3.4 Hz), 2.30 (s, 3H), 2.03-1.95... Reactants: ClC=1C=C(CN)C=CC1Cl (3,4-dichlorobenzylamine), ClC=1C2=C(N=C(N1)C1=CC=NO1)SC=C2C (4-chloro-2-(isoxazol-5-yl)-5-methyl-thieno-[2,3-d]-pyrimidine). Product: O1N=CC=C1C=1N=C(C2=C(N1)SC=C2C)NCC2=CC(=C(C=C2)Cl)Cl (2-(isoxazol-5-yl)-4-(3,4-dichlorobenzylamino)-5-methyl-thieno-[2,3-d]-pyrimidine). Reaction SMILES: [Cl:1][C:2]1[CH:3]=[C:4]([CH:7]=[CH:8][C:9]=1[Cl:10])[CH2:5][NH2:6].Cl[C:12]1[C:13]2[C:25]([CH3:26])=[CH:24][S:23][C:14]=2[N:15]=[C:16]([C:18]2[O:22][N:21]=[CH:20][CH:19]=2)[N:17]=1>>[O:22]1[C:18]([C:16]2[N:17]=[C:12]([NH:6][CH2:5][C:4]3[CH:7]=[CH:8][C:9]([Cl:10])=[C:2]([Cl:1])[CH:3]=3)[C:13]3[C:25]([CH3:26])=[CH:24][S:23][C:14]=3[N:15]=2)=[CH:19][CH:20]=[N:21]1. Reported procedure: With the procedure of Example 1, the reaction of 3,4-dichlorobenzylamine with 4-chloro-2-(isoxazol-5-yl)-5-methyl-thieno-[2,3-d]-pyrimidine yields 2-(isoxazol-5-yl)-4-(3,4-dichlorobenzylamino)-5-methyl-thieno-[2,3-d]-pyrimidine.